This data is from the Open Reaction Database (ORD), a public repository of structured organic reaction records. The task is: describe an organic reaction: reactants, conditions, products, and yield The reactants are N#Cc1ccc(C=O)cc1, [BH3-]C#N, CO, CC(=O)O, NCCNc1nc(Cl)nc2c1ncn2C1CCCC1, [Na+], C1CCOC1. The product is N#Cc1ccc(CNCCNc2nc(Cl)nc3c2ncn3C2CCCC2)cc1. Reaction SMILES: [C:20](#[N:21])[c:22]1[cH:23][cH:24][c:25]([CH:26]=[O:27])[cH:28][cH:29]1.[C:32]([BH3-:33])#[N:34].[CH3:30][OH:31].[CH3:41][C:42](=[O:43])[OH:44].[NH2:1][CH2:2][CH2:3][NH:4][c:5]1[c:6]2[n:7][cH:8][n:9]([CH:15]3[CH2:16][CH2:17][CH2:18][CH2:19]3)[c:10]2[n:11][c:12]([Cl:14])[n:13]1.[Na+:35].[O:36]1[CH2:37][CH2:38][CH2:39][CH2:40]1>>[NH:1]([CH2:2][CH2:3][NH:4][c:5]1[c:6]2[n:7][cH:8][n:9]([CH:15]3[CH2:16][CH2:17][CH2:18][CH2:19]3)[c:10]2[n:11][c:12]([Cl:14])[n:13]1)[CH2:26][c:25]1[cH:24][cH:23][c:22]([C:20]#[N:21])[cH:29][cH:28]1. Reactants: CC(N)C(=O)O, Cc1ccccc1, ClC(Cl)Cl, [Na+], [OH-], Cc1ccc(S(=O)(=O)Cl)cc1. Product: Cc1ccc(S(=O)(=O)NC(C)C(=O)O)cc1. As a reaction SMILES: [CH3:1][CH:2]([NH2:3])[C:4]([OH:5])=[O:6].[CH3:24][c:25]1[cH:26][cH:27][cH:28][cH:29][cH:30]1.[Cl:18][CH:19]([Cl:20])[Cl:21].[Na+:23].[OH-:22].[c:7]1([CH3:17])[cH:8][cH:9][c:10]([S:13](=[O:14])(=[O:15])[Cl:16])[cH:11][cH:12]1>>[CH3:1][CH:2]([NH:3][S:13]([c:10]1[cH:9][cH:8][c:7]([CH3:17])[cH:12][cH:11]1)(=[O:14])=[O:15])[C:4]([OH:5])=[O:6]. Starting materials: C([O-])([O-])=O.[Na+].[Na+] (sodium carbonate), [Cl-].[Na+] (sodium chloride), CN(CCNC(=O)C1=C(C=CC2=NC3=CC=C4C(=C3N=C12)C=CC=C4OC)OC)C (4,10-dimethoxy-benzo[a]phenazine-11-carboxylic acid (2-dimethylamino-ethyl)-amide), solution, B(Br)(Br)Br (boron tribromide). Run in ClCCl (dichloromethane), ClCCl (dichloromethane). Conditions: time 6 hour. Yields the product CN(CCNC(=O)C1=C(C=CC2=NC3=CC=C4C(=C3N=C12)C=CC=C4OC)O)C (10-Hydroxy-4-methoxy-benzo[a]phenazine-11-carboxylic acid (2-dimethylamino-ethyl)-amide). Isolated yield 21.1%. Reaction SMILES: [CH3:1][N:2]([CH3:30])[CH2:3][CH2:4][NH:5][C:6]([C:8]1[C:21]2[C:12](=[N:13][C:14]3[C:19]([N:20]=2)=[C:18]2[CH:22]=[CH:23][CH:24]=[C:25]([O:26][CH3:27])[C:17]2=[CH:16][CH:15]=3)[CH:11]=[CH:10][C:9]=1[O:28]C)=[O:7].B(Br)(Br)Br.C(=O)([O-])[O-].[Na+].[Na+].[Cl-].[Na+]>ClCCl>[CH3:30][N:2]([CH3:1])[CH2:3][CH2:4][NH:5][C:6]([C:8]1[C:21]2[C:12](=[N:13][C:14]3[C:19]([N:20]=2)=[C:18]2[CH:22]=[CH:23][CH:24]=[C:25]([O:26][CH3:27])[C:17]2=[CH:16][CH:15]=3)[CH:11]=[CH:10][C:9]=1[OH:28])=[O:7] |f:2.3.4,5.6|. Procedure details: To a cold solution of 4,10-dimethoxy-benzo[a]phenazine-11-carboxylic acid (2-dimethylamino-ethyl)-amide (300 mg) in dichloromethane (25 mL) was added a 1.0M solution of boron tribromide in dichloromethane (1.63 mL, 2.2 equivalents). The reaction mixture was stirred for 6 hours and then ice was added with sodium carbonate and sodium chloride. The organics were extracted into dichloromethane, dried (MgSO4), and the solvent removed in vacuo to yield a yellow solid which was purified using flash chr... Starting materials: O([C@H]1[C@H](O)[C@@H](O)[C@H](O)[C@H](O1)CO)C1=CC=C(C=C1)[N+](=O)[O-] (p-nitrophenyl β-D-glucopyranoside), C(C1=CC=CC=C1)(C1=CC=CC=C1)(C1=CC=CC=C1)Cl (trityl chloride), C(C)(=O)OC(C)=O (acetic anhydride), ether petroleum ether, C(C1=CC=CC=C1)(C1=CC=CC=C1)(C1=CC=CC=C1)Cl (trityl chloride). Run in N1=CC=CC=C1 (pyridine), ice. Conditions: temperature 40 celsius, time 24 hour. Yields the product C(C)(=O)O[C@H]1[C@H](OC2=CC=C(C=C2)[N+](=O)[O-])O[C@@H]([C@H]([C@@H]1OC(C)=O)OC(C)=O)COC(C1=CC=CC=C1)(C1=CC=CC=C1)C1=CC=CC=C1 (p-Nitrophenyl 2,3,4-tri-O-acetyl-6-O-trityl-β-D-glucopyranoside). Yield: 83.0%. As a reaction SMILES: [O:1]([C:13]1[CH:18]=[CH:17][C:16]([N+:19]([O-:21])=[O:20])=[CH:15][CH:14]=1)[C@@H:2]1[O:10][C@H:9]([CH2:11][OH:12])[C@@H:7]([OH:8])[C@H:5]([OH:6])[C@H:3]1[OH:4].[C:22](Cl)([C:35]1[CH:40]=[CH:39][CH:38]=[CH:37][CH:36]=1)([C:29]1[CH:34]=[CH:33][CH:32]=[CH:31][CH:30]=1)[C:23]1[CH:28]=[CH:27][CH:26]=[CH:25][CH:24]=1.C(O[C:46](=[O:48])[CH3:47])(=O)C>N1C=CC=CC=1>[C:2]([O:4][C@@H:3]1[C@@H:5]([O:6][C:5](=[O:6])[CH3:7])[C@H:7]([O:8][C:46](=[O:48])[CH3:47])[C@@H:9]([CH2:11][O:12][C:22]([C:35]2[CH:40]=[CH:39][CH:38]=[CH:37][CH:36]=2)([C:29]2[CH:34]=[CH:33][CH:32]=[CH:31][CH:30]=2)[C:23]2[CH:28]=[CH:27][CH:26]=[CH:25][CH:24]=2)[O:10][C@H:2]1[O:1][C:13]1[CH:14]=[CH:15][C:16]([N+:19]([O-:21])=[O:20])=[CH:17][CH:18]=1)(=[O:1])[CH3:3]. Procedure details: In a 100-ml round-bottomed flask, 1.42 g of p-nitrophenyl β-D-glucopyranoside and 1.5 g of anhydrous trityl chloride are introduced into 10 ml of anhydrous pyridine, and the flask is left in the dark with stirring at 40° C. The reaction is followed by TLC, adding trityl chloride if necessary. After 24 hours, the flask is brought to room temperature and 6 ml of acetic anhydride are added. The reaction medium is left for 48 hours with stirring, the reaction being followed by TLC (silica gel, ether...